Dataset: the Open Reaction Database (ORD), a public repository of structured organic reaction records. Task: describe an organic reaction: reactants, conditions, products, and yield The reactants are FC=1C=C(C=CC1S(=O)(=O)C)CC(C)=O (1-(3-fluoro-4-methanesulfonyl-phenyl)-propan-2-one), C(C)(=O)NC(=S)N (N-acetylthiourea). Product: FC=1C=C(C=CC1S(=O)(=O)C)C1=C(N=C(S1)NC(C)=O)C (N-[5-(3-fluoro-4-methanesulfonyl-phenyl)-4-methyl-thiazol-2-yl]-acetamide). As a reaction SMILES: [F:1][C:2]1[CH:3]=[C:4]([CH2:12][C:13](=O)[CH3:14])[CH:5]=[CH:6][C:7]=1[S:8]([CH3:11])(=[O:10])=[O:9].[C:16]([NH:19][C:20]([NH2:22])=[S:21])(=[O:18])[CH3:17]>>[F:1][C:2]1[CH:3]=[C:4]([C:12]2[S:21][C:20]([NH:19][C:16](=[O:18])[CH3:17])=[N:22][C:13]=2[CH3:14])[CH:5]=[CH:6][C:7]=1[S:8]([CH3:11])(=[O:10])=[O:9]. Procedure details: This material is prepared from 1-(3-fluoro-4-methanesulfonyl-phenyl)-propan-2-one (AA3) following the procedure outlined in step (AA4), replacing thiourea with N-acetylthiourea. The titled compound crystallises from the reaction mixture. Reactants: C(C1=CC=CC=C1)[C@H](CC(NOCC1=CC=CC=C1)=O)NC(=O)C1=CC2=C(N=C(N2CC2=CC=C(C=C2)C2=C(C=CC=C2)C2=NN=NN2)CCC)C(=C1)C (7-methyl-2-propyl-3-[2′-(1H-tetrazol-5-yl)biphenyl-4-ylmethyl]-3H-benzoimidazole-5-carboxylic acid ((R)-1-benzyl-2-benzyloxycarbamoylethyl)amide), C(C1=CC=CC=C1)[C@H](CC(NOCC1=CC=CC=C1)=O)NC(=O)C1=CC2=C(N(C(=N2)CCC)CC2=CC=C(C=C2)C2=C(C=CC=C2)C2=NN=NN2)C(=C1)C (7-methyl-2-propyl-1-[2′-(1H-tetrazol-5-yl)biphenyl-4-ylmethyl]-1H-benzoimidazole-5-carboxylic acid ((R)-1-benzyl-2-benzyloxycarbamoylethyl)amide). The reagents and catalysts are [Pd] (Pd/C). Run in C(C)(=O)O (acetic acid), CCO (EtOH). Run at time 12 hour. Yields the product C(C1=CC=CC=C1)[C@H](CC(NO)=O)NC(=O)C1=CC2=C(N(C(=N2)CCC)CC2=CC=C(C=C2)C2=C(C=CC=C2)C2=NN=NN2)C(=C1)C (7-Methyl-2-propyl-1-[2′-(1H-tetrazol-5-yl)biphenyl-4-ylmethyl]-1H-benzoimidazole-5-carboxylic acid ((R)-1-benzyl-2-hydroxycarbamoylethyl)amide). RXN SMILES: C([C@@H](NC(C1C=C(C)C2N=C(CCC)N(CC3C=CC(C4C=CC=CC=4C4NN=NN=4)=CC=3)C=2C=1)=O)CC(=O)NOCC1C=CC=CC=1)C1C=CC=CC=1.[CH2:55]([C@@H:62]([NH:75][C:76]([C:78]1[CH:107]=[C:106]([CH3:108])[C:81]2[N:82]([CH2:88][C:89]3[CH:94]=[CH:93][C:92]([C:95]4[CH:100]=[CH:99][CH:98]=[CH:97][C:96]=4[C:101]4[NH:105][N:104]=[N:103][N:102]=4)=[CH:91][CH:90]=3)[C:83]([CH2:85][CH2:86][CH3:87])=[N:84][C:80]=2[CH:79]=1)=[O:77])[CH2:63][C:64](=[O:74])[NH:65][O:66]CC1C=CC=CC=1)[C:56]1[CH:61]=[CH:60][CH:59]=[CH:58][CH:57]=1>CCO.C(O)(=O)C.[Pd]>[CH2:55]([C@@H:62]([NH:75][C:76]([C:78]1[CH:107]=[C:106]([CH3:108])[C:81]2[N:82]([CH2:88][C:89]3[CH:94]=[CH:93][C:92]([C:95]4[CH:100]=[CH:99][CH:98]=[CH:97][C:96]=4[C:101]4[NH:102][N:103]=[N:104][N:105]=4)=[CH:91][CH:90]=3)[C:83]([CH2:85][CH2:86][CH3:87])=[N:84][C:80]=2[CH:79]=1)=[O:77])[CH2:63][C:64](=[O:74])[NH:65][OH:66])[C:56]1[CH:61]=[CH:60][CH:59]=[CH:58][CH:57]=1. Procedure details: A mixture of 7-methyl-2-propyl-3-[2′-(1H-tetrazol-5-yl)biphenyl-4-ylmethyl]-3H-benzoimidazole-5-carboxylic acid ((R)-1-benzyl-2-benzyloxycarbamoylethyl)amide and 7-methyl-2-propyl-1-[2′-(1H-tetrazol-5-yl)biphenyl-4-ylmethyl]-1H-benzoimidazole-5-carboxylic acid ((R)-1-benzyl-2-benzyloxycarbamoylethyl)amide were dissolved in EtOH (50 mL), followed by the addition of 10% Pd/C (200 mg). The final mixture was bubbled with nitrogen gas for 5 minutes, and degassed. The reaction mixture was stirred unde... Reactants: NC(=O)CCC(=O)NBr, CCCCOc1nc(N)c2ncn(C3CCCCO3)c2n1, ClCCl, O=S(=O)([O-])[O-]. The product is CCCCOc1nc(N)c2nc(Br)n(C3CCCCO3)c2n1. RXN SMILES: [Br:22][NH:23][C:24](=[O:25])[CH2:26][CH2:27][C:28]([NH2:29])=[O:30].[CH2:1]([CH2:2][CH2:3][CH3:4])[O:5][c:6]1[n:7][c:8]([NH2:21])[c:9]2[n:10][cH:11][n:12]([CH:15]3[O:16][CH2:17][CH2:18][CH2:19][CH2:20]3)[c:13]2[n:14]1.[Cl:36][CH2:37][Cl:38].[O-:31][S:32](=[O:33])(=[O:34])[O-:35]>>[CH2:1]([CH2:2][CH2:3][CH3:4])[O:5][c:6]1[n:7][c:8]([NH2:21])[c:9]2[n:10][c:11]([Br:22])[n:12]([CH:15]3[O:16][CH2:17][CH2:18][CH2:19][CH2:20]3)[c:13]2[n:14]1. The reactants are BrB(Br)Br, ClCCl, COc1cc2c(cc1C=O)C(C)(C)CC2, O. The product is CC1(C)CCc2cc(O)c(C=O)cc21. As a reaction SMILES: [B:16]([Br:17])([Br:18])[Br:19].[CH2:21]([Cl:22])[Cl:23].[CH3:1][C:2]1([CH3:15])[CH2:3][CH2:4][c:5]2[cH:6][c:7]([O:13][CH3:14])[c:8]([CH:11]=[O:12])[cH:9][c:10]21.[OH2:20]>>[CH3:1][C:2]1([CH3:15])[CH2:3][CH2:4][c:5]2[cH:6][c:7]([OH:13])[c:8]([CH:11]=[O:12])[cH:9][c:10]21.